Dataset: the Open Reaction Database (ORD), a public repository of structured organic reaction records. Task: describe an organic reaction: reactants, conditions, products, and yield Starting materials: BrC=1C=CC=C2C(CC3(CCN(CC3)C(=O)OC(C)(C)C)C12)CC(=O)OCC (tert-butyl 7-bromo-3-(2-ethoxy-2-oxoethyl)-2,3-dihydrospiro[indene-1,4′-piperidine]-1′-carboxylate), BrC=1C=CC=C2C(CC3(CCN(CC3)C(\C=C\C3=C(C=CC=C3)C(F)(F)F)=O)C12)CC(=O)O ((±)-(E)-2-(7-bromo-1′-(3-(2-(trifluoromethyl)phenyl)acryloyl)-2,3-dihydrospiro[indene-1,4′-piperidine]-3-yl)acetic acid), C(=O)(C(F)(F)F)O (TFA). Solvent: C(Cl)Cl (CH2Cl2), C(Cl)Cl (CH2Cl2). Run at time 1 hour. Product: BrC=1C=CC=C2C(CC3(CCN(CC3)C(\C=C\C3=C(C=CC=C3)C(F)(F)F)=O)C12)CC(=O)O ((±)-(E)-2-(7-bromo-1′-(3-(2-(trifluoromethyl)phenyl)acryloyl)-2,3-dihydrospiro[indene-1,4′-piperidine]-3-yl)acetic acid), FC(C(=O)[O-])(F)F (trifluoroacetate). The yield is 100.0%. RXN SMILES: BrC1C=CC=C2C=1C1(CCN(C(OC(C)(C)C)=O)CC1)CC2CC(OCC)=O.[Br:29][C:30]1[CH:31]=[CH:32][CH:33]=[C:34]2[C:57]=1[C:37]1([CH2:42][CH2:41][N:40]([C:43](=[O:56])/[CH:44]=[CH:45]/[C:46]3[CH:51]=[CH:50][CH:49]=[CH:48][C:47]=3[C:52]([F:55])([F:54])[F:53])[CH2:39][CH2:38]1)[CH2:36][CH:35]2[CH2:58][C:59]([OH:61])=[O:60].[C:62]([OH:68])([C:64]([F:67])([F:66])[F:65])=[O:63]>C(Cl)Cl>[Br:29][C:30]1[CH:31]=[CH:32][CH:33]=[C:34]2[C:57]=1[C:37]1([CH2:38][CH2:39][N:40]([C:43](=[O:56])/[CH:44]=[CH:45]/[C:46]3[CH:51]=[CH:50][CH:49]=[CH:48][C:47]=3[C:52]([F:53])([F:55])[F:54])[CH2:41][CH2:42]1)[CH2:36][CH:35]2[CH2:58][C:59]([OH:61])=[O:60].[F:65][C:64]([F:67])([F:66])[C:62]([O-:68])=[O:63]. Procedure: To a solution of tert-butyl 7-bromo-3-(2-ethoxy-2-oxoethyl)-2,3-dihydrospiro[indene-1,4′-piperidine]-1′-carboxylate isomer 1 (200 mg, 0.44 mmol) in anhydrous CH2Cl2 (2 mL) was added 20% TFA in CH2Cl2 (10 mL) at 0° C. The reaction mixture was stirred at rt for 1 h. The reaction mixture was concentrated to give ethyl 2-(7-bromo-2,3-dihydrospiro[indene-1,4′-piperidine]-3-yl)acetate isomer 1 as its trifluoroacetate salt (156 mg, 100%), which was used to the next step without purification.